This data is from the Open Reaction Database (ORD), a public repository of structured organic reaction records. The task is: describe an organic reaction: reactants, conditions, products, and yield Reactants: C(C)(C)(C)C1=CC=C(C=C1)C (p-tert-butyltoluene), C(C)(=O)O (acetic acid), C(C)(=O)O (acetic acid). Reagents/catalysts: O.O.O.O.C(C)(=O)[O-].[Co+2].C(C)(=O)[O-] (cobalt acetate tetrahydrate), [Br-].[Na+] (sodium bromide). Product: C(C)(C)(C)C1=CC=C(C(=O)O)C=C1 (p-tert-butylbenzoic acid). Isolated yield 86.4%. As a reaction SMILES: [C:1]([C:5]1[CH:10]=[CH:9]C(C)=[CH:7][CH:6]=1)([CH3:4])([CH3:3])[CH3:2].[C:12]([OH:15])(=[O:14])[CH3:13]>O.O.O.O.C([O-])(=O)C.[Co+2].C([O-])(=O)C.[Br-].[Na+]>[C:1]([C:5]1[CH:10]=[CH:9][C:13]([C:12]([OH:15])=[O:14])=[CH:7][CH:6]=1)([CH3:4])([CH3:3])[CH3:2] |f:2.3.4.5.6.7.8,9.10|. Reported procedure: Analogously to Example 1, 300 g of p-tert-butyltoluene (93.3% pure) was oxidized in the presence of 50 g of acetic acid, 3 g of cobalt acetate tetrahydrate and 1.5 g of sodium bromide at 25 bar and 115°-135° C. by passing air through it to produce a gas exhaust rate of 1.5 liters per minute. The oxygen absorption ended after a reaction period of 300 minutes; then 450 g of 74.5% acetic acid was added, the dilute reaction mixture was cooled with stirring to room temperature and filtered, and the c... The reactants are C1COC(C=2C(=NN(C2)C(=O)OC)C=2OC(=CC2)[N+](=O)[O-])O1 (1-methoxycarbonyl-3-(5-nitro-2-furyl)pyrazole-4-carboxaldehyde-ethyleneacetal), N (ammonia), ice, Cl (hydrochloric acid). Solvent: CN(C=O)C (dimethylformamide), O (water). Reaction conditions: time 30 minute. The product is [N+](=O)([O-])C1=CC=C(O1)C1=NNC=C1C=O (3-(5-nitro-2-furyl)-1H-pyrazole-4-carboxaldehyde). Isolated yield 96.0%. As a reaction SMILES: N.C1O[CH:5]([C:6]2[C:7]([C:15]3[O:16][C:17]([N+:20]([O-:22])=[O:21])=[CH:18][CH:19]=3)=[N:8][N:9](C(OC)=O)[CH:10]=2)[O:4]C1.Cl>CN(C)C=O.O>[N+:20]([C:17]1[O:16][C:15]([C:7]2[C:6]([CH:5]=[O:4])=[CH:10][NH:9][N:8]=2)=[CH:19][CH:18]=1)([O-:22])=[O:21]. Reported procedure: Add dropwise 292 ml of a 25% ammonia solution to a suspension of 513 g of 1-methoxycarbonyl-3-(5-nitro-2-furyl)pyrazole-4-carboxaldehyde-ethyleneacetal in 2000 ml of dimethylformamide and 250 ml water at 20° to 25° C within a period of approximately 20 minutes, whereupon the precipitate is dissolved. Then stir for a further 30 minutes. While cooling to a moderate extent, add approximately 1000 ml of 2N hydrochloric acid; a strongly acidic reaction is obtained. Stir for 2 hours at 30° C and add 1... Starting materials: ClC=1C=CC(=C(C(=O)NC2COC3=CC(=CC=C3C2O)C)C1)OC (3-(5-chloro-2-methoxybenzamido)-7-methylchroman-4-ol), C(C)(=O)OC(C)=O (acetic anhydride), FC(C(=O)O)(F)F (trifluoroacetic acid). The reagents and catalysts are [Pd] (Pd/C). The solvent is C(C)(=O)O (acetic acid). The product is ClC=1C=CC(=C(C(=O)NC2COC3=CC(=CC=C3C2)C)C1)OC (3-(5-Chloro-2-methoxybenzamido)-7-methylchroman). Reaction SMILES: [Cl:1][C:2]1[CH:3]=[CH:4][C:5]([O:23][CH3:24])=[C:6]([CH:22]=1)[C:7]([NH:9][CH:10]1[CH:19](O)[C:18]2[C:13](=[CH:14][C:15]([CH3:21])=[CH:16][CH:17]=2)[O:12][CH2:11]1)=[O:8].C(OC(=O)C)(=O)C.FC(F)(F)C(O)=O>C(O)(=O)C.[Pd]>[Cl:1][C:2]1[CH:3]=[CH:4][C:5]([O:23][CH3:24])=[C:6]([CH:22]=1)[C:7]([NH:9][CH:10]1[CH2:19][C:18]2[C:13](=[CH:14][C:15]([CH3:21])=[CH:16][CH:17]=2)[O:12][CH2:11]1)=[O:8]. Reported procedure: 7.7 g (22 mmol) of 3-(5-chloro-2-methoxybenzamido)-7-methylchroman-4-ol were hydrogenated in a mixture of 80 ml of glacial acetic acid, 7.5 ml of acetic anhydride and 0.5 ml of trifluoroacetic acid with 0.5 g of Pd/C (10 %) at 25° C. under atmospheric pressure for about 3 hours. The catalyst was filtered off and the filtrate was concentrated to a small volume in vacuo. The residue was introduced into ice/water and the mixture was extracted several times with methylene chloride. The combined meth... Starting materials: CCOC(=O)C(Cc1ccc(OCCCCOc2ccc(C(=O)c3ccccc3)cc2)cc1)OC, [Li+], [OH-]. Yields the product COC(Cc1ccc(OCCCCOc2ccc(C(=O)c3ccccc3)cc2)cc1)C(=O)O. Reaction SMILES: [CH2:1]([CH3:2])[O:3][C:4]([CH:5]([CH2:6][c:7]1[cH:8][cH:9][c:10]([O:13][CH2:14][CH2:15][CH2:16][CH2:17][O:18][c:19]2[cH:20][cH:21][c:22]([C:25]([c:26]3[cH:27][cH:28][cH:29][cH:30][cH:31]3)=[O:32])[cH:23][cH:24]2)[cH:11][cH:12]1)[O:33][CH3:34])=[O:35].[Li+:37].[OH-:36]>>[O:3]=[C:4]([CH:5]([CH2:6][c:7]1[cH:8][cH:9][c:10]([O:13][CH2:14][CH2:15][CH2:16][CH2:17][O:18][c:19]2[cH:20][cH:21][c:22]([C:25]([c:26]3[cH:27][cH:28][cH:29][cH:30][cH:31]3)=[O:32])[cH:23][cH:24]2)[cH:11][cH:12]1)[O:33][CH3:34])[OH:35].